Dataset: the Open Reaction Database (ORD), a public repository of structured organic reaction records. Task: describe an organic reaction: reactants, conditions, products, and yield The reactants are ON=C(C(=O)OCC)C(C)=O (ethyl 2-hydroxyimino-3-oxobutyrate), C([O-])([O-])=O.[K+].[K+] (potassium carbonate), C(C#C)Br (propargyl bromide). The solvent is CN(C=O)C (N,N-dimethylformamide). Run at time 4 hour. The product is C(C#C)ON=C(C(=O)OCC)C(C)=O (ethyl 2-propargyloxyimino-3-oxobutyrate). Isolated yield 101.3%. As a reaction SMILES: [OH:1][N:2]=[C:3]([C:9](=[O:11])[CH3:10])[C:4]([O:6][CH2:7][CH3:8])=[O:5].C(=O)([O-])[O-].[K+].[K+].[CH2:18](Br)[C:19]#[CH:20]>CN(C)C=O>[CH2:20]([O:1][N:2]=[C:3]([C:9](=[O:11])[CH3:10])[C:4]([O:6][CH2:7][CH3:8])=[O:5])[C:19]#[CH:18] |f:1.2.3|. Procedure details: A mixture of ethyl 2-hydroxyimino-3-oxobutyrate (syn isomer, 56.7 g), N,N-dimethylformamide (280 ml), potassium carbonate (72.3 g) and propargyl bromide (43 g) was stirred at room temperature for 4 hrs. The reaction mixture was treated in a conventional manner to give ethyl 2-propargyloxyimino-3-oxobutyrate (syn isomer, 71.2 g). Reactants: BrCc1ccccc1, CC(C)=O, S=C1CCCCN1. The product is Br, c1ccc(CSC2=NCCCC2)cc1. As a reaction SMILES: [Br:8][CH2:9][c:10]1[cH:11][cH:12][cH:13][cH:14][cH:15]1.[CH3:16][C:17](=[O:18])[CH3:19].[NH:1]1[C:2](=[S:7])[CH2:3][CH2:4][CH2:5][CH2:6]1>>[BrH:8].[N:1]1=[C:2]([S:7][CH2:9][c:10]2[cH:11][cH:12][cH:13][cH:14][cH:15]2)[CH2:3][CH2:4][CH2:5][CH2:6]1. The reactants are C(C)(C)(C)C1=CC(=C(C=C1)N)N (4-tert-butyl-1,2-diaminobenzene), N-α-t-Butyloxylcarbonyl-O-benzyl-D-homoserine, O (water). The product is N[C@H](CCO)C1=NC2=C(N1)C=CC(=C2)C(C)(C)C ((3R)-3-Amino-3-(5-tert-butyl-1H-benzimidazol-2-yl)propan-1-ol). As a reaction SMILES: [C:1]([C:5]1[CH:10]=[CH:9][C:8]([NH2:11])=[C:7]([NH2:12])[CH:6]=1)([CH3:4])([CH3:3])[CH3:2].[OH2:13]>>[NH2:11][C@@H:8]([C:9]1[NH:11][C:8]2[CH:9]=[CH:10][C:5]([C:1]([CH3:4])([CH3:2])[CH3:3])=[CH:6][C:7]=2[N:12]=1)[CH2:7][CH2:6][OH:13]. Procedure details: The title compound was prepared using Method 4 Steps 1 and 2 followed by the method described for Example 140 using 4-tert-butyl-1,2-diaminobenzene and N-α-t-Butyloxylcarbonyl-O-benzyl-D-homoserine. The residue was diluted with water and washed with EtOAc. Dilute aqueous LiOH solution was added to pH=10 and extracted with EtOAc. The organic layer was collected, dried over Na2SO4 and concentrated in vacuo (56 mg, 79%). Reactants: CCCC1(CCC)c2cc(-c3nc4cc(C)ccc4o3)ccc2-c2cc(OC)c(-c3nc4cc(C)ccc4o3)cc21, [I-], [Li+], Cc1cc(C)nc(C)c1. The product is CCCC1(CCC)c2cc(-c3nc4cc(C)ccc4o3)ccc2-c2cc(O)c(-c3nc4cc(C)ccc4o3)cc21. Reaction SMILES: [CH3:1][c:2]1[cH:3][cH:4][c:5]2[c:6]([n:7][c:8](-[c:10]3[cH:11][c:12]4[c:20]([cH:21][c:22]3[O:23][CH3:24])-[c:19]3[c:14]([cH:15][c:16](-[c:25]5[o:26][c:27]6[c:28]([n:29]5)[cH:30][c:31]([CH3:34])[cH:32][cH:33]6)[cH:17][cH:18]3)[C:13]4([CH2:35][CH2:36][CH3:37])[CH2:38][CH2:39][CH3:40])[o:9]2)[cH:41]1.[I-:42].[Li+:43].[n:44]1[c:45]([CH3:46])[cH:47][c:48]([CH3:49])[cH:50][c:51]1[CH3:52]>>[CH3:1][c:2]1[cH:3][cH:4][c:5]2[c:6]([n:7][c:8](-[c:10]3[cH:11][c:12]4[c:20]([cH:21][c:22]3[OH:23])-[c:19]3[c:14]([cH:15][c:16](-[c:25]5[o:26][c:27]6[c:28]([n:29]5)[cH:30][c:31]([CH3:34])[cH:32][cH:33]6)[cH:17][cH:18]3)[C:13]4([CH2:35][CH2:36][CH3:37])[CH2:38][CH2:39][CH3:40])[o:9]2)[cH:41]1.